This data is from the Open Reaction Database (ORD), a public repository of structured organic reaction records. The task is: describe an organic reaction: reactants, conditions, products, and yield Procedure details: Thionyl chloride (4.15 g, 34.92) was added to a cold (0° C.) stirred solution of 4-aminocyclohexane carboxylic acid (1 g, 6.98 mmol) in MeOH (10 mL). The reaction mixture was stirred under reflux conditions for 12-16 h. The reaction mixture was then concentrated under reduced pressure. The residue obtained was diluted with ice cold water, basified with aqueous sodium bicarbonate solution and extracted with DCM. The DCM layer was washed with water followed by brine solution, dried over anhydrous ... Yields the product NC1CCC(CC1)C(=O)OC (Methyl 4-aminocyclohexanecarboxylate). RXN SMILES: S(Cl)(Cl)=O.[NH2:5][CH:6]1[CH2:11][CH2:10][CH:9]([C:12]([OH:14])=[O:13])[CH2:8][CH2:7]1.[C:15](=O)(O)[O-].[Na+]>CO>[NH2:5][CH:6]1[CH2:11][CH2:10][CH:9]([C:12]([O:14][CH3:15])=[O:13])[CH2:8][CH2:7]1 |f:2.3|. Run in CO (MeOH). Reactants: S(=O)(Cl)Cl (Thionyl chloride), NC1CCC(CC1)C(=O)O (4-aminocyclohexane carboxylic acid), C([O-])(O)=O.[Na+] (sodium bicarbonate). Run at time 14 hour.